From a dataset of the Open Reaction Database (ORD), a public repository of structured organic reaction records. describe an organic reaction: reactants, conditions, products, and yield Starting materials: 5, ClC1=CC=C(CC2=NC3=CC=C(C=C3C(=C2C(=O)N)O)C#CCO)C=C1 (4-chlorobenzyl-4-hydroxy-6-(3-hydroxy-1-propynyl)-3-quinolinecarboxamide), C(=O)([O-])[O-].[K+].[K+] (K2CO3), Cl.C(C)(C)N(C(C)C)CCCl (diisoproplyaminoethyl chloride-hydrochloride), O (H2O). Solvent: CN(C)C=O (DMF). Run at temperature 95 celsius, time 8 hour. Product: Cl.ClC1=CC=C(CNC(=O)C2=CN(C3=CC=C(C=C3C2=O)C#CCO)CCN(C)C)C=C1 (N-(4-Chlorobenzyl)-1-[2-(dimethylamino)ethyl]-6-(3-hydroxy-1-propynyl)-4-oxo-1,4-dihydro-3-quinolinecarboxamide, hydrochloride salt), hydrochloride salt. RXN SMILES: [Cl:1]C1C=CC(C[C:7]2[C:16]([C:17]([NH2:19])=[O:18])=[C:15]([OH:20])[C:14]3[C:9](=[CH:10][CH:11]=[C:12]([C:21]#[C:22][CH2:23][OH:24])[CH:13]=3)[N:8]=2)=CC=1.C([O-])([O-])=O.[K+].[K+].[ClH:33].[CH:34]([N:37]([CH2:41][CH2:42]Cl)[CH:38](C)C)(C)C.O>CN(C=O)C>[ClH:1].[Cl:33][C:9]1[CH:14]=[CH:13][C:12]([CH2:21][NH:19][C:17]([C:16]2[C:15](=[O:20])[C:14]3[C:9](=[CH:10][CH:11]=[C:12]([C:21]#[C:22][CH2:23][OH:24])[CH:13]=3)[N:8]([CH2:42][CH2:41][N:37]([CH3:34])[CH3:38])[CH:7]=2)=[O:18])=[CH:11][CH:10]=1 |f:1.2.3,4.5,8.9|. Procedure details: A solution of N-(4-chlorobenzyl-4-hydroxy-6-(3-hydroxy-1-propynyl)-3-quinolinecarboxamide from Preparation No. 5 (0.515 g) is dissolved in DMF (10 mL), and K2CO3 (0.778 g) and diisoproplyaminoethyl chloride-hydrochloride (0.56 g) are added. The reaction mixture is heated to 95° C. for 14 h, then allowed to stir at room temperature overnight. The mixture is then poured into H2O and an oil formed, which is isolated by decanting the liquid. The oil is dissolved in MeOH/CH2Cl2, and etheral HCl is ad... Reactants: [N+](=O)([O-])C1=C(C=C(C=C1Cl)Cl)C1=NNC=C1Cl (3-(2-nitro-3,5-dichlorophenyl)-4-chloropyrazole), O (water). The reagents and catalysts are [Fe] (iron). The solvent is C(C)(=O)O (acetic acid). Reaction conditions: temperature 70 celsius, time 5 hour. Product: NC1=C(C=C(C=C1Cl)Cl)C1=NNC=C1Cl (3-(2-amino-3,5-dichlorophenyl)-4-chloropyrazole). The yield is 90.0%. As a reaction SMILES: [N+:1]([C:4]1[C:9]([Cl:10])=[CH:8][C:7]([Cl:11])=[CH:6][C:5]=1[C:12]1[C:16]([Cl:17])=[CH:15][NH:14][N:13]=1)([O-])=O.O>C(O)(=O)C.[Fe]>[NH2:1][C:4]1[C:9]([Cl:10])=[CH:8][C:7]([Cl:11])=[CH:6][C:5]=1[C:12]1[C:16]([Cl:17])=[CH:15][NH:14][N:13]=1. Reported procedure: 14.6 g (0.05 mol) of 3-(2-nitro-3,5-dichlorophenyl)-4-chloropyrazole, in solution in 200 ml of acetic acid, are introduced into a 500 ml, three-necked, round-bottomed flask. The solution is brought to 50° C. and 8.4 g (0.15 mol) of iron powder are introduced in portions. The reaction mixture is then kept stirring at 70° C. for 5 hours. After cooling, the reaction mixture is poured into 800 ml of water, filtered on sintered glass, rinsed with water and dried to lead to the production of a white s... The reactants are CN1C(=CC=C1)C(=O)O (1-methylpyrrole-2-carboxylic acid), CI (CH3I), CN(C)C=O (DMF), C(C)N(C(C)C)C(C)C (N-ethyl diisopropylamine). The solvent is C(C)(=O)OCC (ethyl acetate), O (water). Conditions: time 16 hour. The product is CN1C(=CC=C1)C(=O)OC (Methyl 1-Methylpyrrole-2-carboxylate). RXN SMILES: [CH3:1][N:2]1[CH:6]=[CH:5][CH:4]=[C:3]1[C:7]([OH:9])=[O:8].[CH3:10]N(C=O)C.C(N(C(C)C)C(C)C)C.CI>C(OCC)(=O)C.O>[CH3:1][N:2]1[CH:6]=[CH:5][CH:4]=[C:3]1[C:7]([O:9][CH3:10])=[O:8]. Reported procedure: To 1-methylpyrrole-2-carboxylic acid (28.66 g., 0.229 mol) in 75 ml. DMF at 0° was added N-ethyl diisopropylamine (39.4 ml., 0.229 mol) followed by CH3I (14.27 ml., 0.229 mol). The reaction mixture was stirred 16 hours at room temperature, diluted with equal volumes each of ethyl acetate and water, the pH adjusted from 3.4 to 8.5, and the layers evaporated. The aqueous layer was washed 1×100 ml. fresh ethyl combined, washed 2×100 ml. H2O and 1×100 ml. brine, dried over Na2SO4 and stripped to yie... Starting materials: ClC=1C=CC2=C(NC3=C(NC2=O)C=C(C=C3)CC(=O)OC)C1 (methyl (3-chloro-11-oxo-10,11-dihydro-5H-dibenzo[b,e][1,4]diazepin-8-yl)acetate), [H-].[H-].[H-].[H-].[Li+].[Al+3] (LiAlH4). The solvent is C1CCOC1 (THF), C1CCOC1 (THF). Run at time 30 minute. Product: ClC=1C=CC2=C(NC3=C(NC2=O)C=C(C=C3)CCO)C1 (3-chloro-8-(2-hydroxyethyl)-5,10-dihydro-11H-dibenzo[b,e][1,4]diazepin-11-one). The yield is 89.7%. As a reaction SMILES: [Cl:1][C:2]1[CH:3]=[CH:4][C:5]2[C:11](=[O:12])[NH:10][C:9]3[CH:13]=[C:14]([CH2:17][C:18](OC)=[O:19])[CH:15]=[CH:16][C:8]=3[NH:7][C:6]=2[CH:22]=1.[H-].[H-].[H-].[H-].[Li+].[Al+3]>C1COCC1>[Cl:1][C:2]1[CH:3]=[CH:4][C:5]2[C:11](=[O:12])[NH:10][C:9]3[CH:13]=[C:14]([CH2:17][CH2:18][OH:19])[CH:15]=[CH:16][C:8]=3[NH:7][C:6]=2[CH:22]=1 |f:1.2.3.4.5.6|. Procedure: A mixture of Example 6D (6.32 g, 20 mmol) in 100 mL of THF was treated with 1.0 M LiAlH4 in THF (35 mL, 35 mmol) at 0° C. The reaction mixture was stirred for additional 30 min., quenched with MeOH, and concentrated under vacuum. The residue was partitioned between ethyl acetate and pH=3 water. The aqueous layer was extracted with additional ethyl acetate twice. The combined organic layers were washed with brine, dried (MgSO4), filtered, and concentrated under vacuum. The residue was purified by...